describe an organic reaction: reactants, conditions, products, and yield From a dataset of the Open Reaction Database (ORD), a public repository of structured organic reaction records. Starting materials: CCN(C(C)C)C(C)C, Nc1ccc(CO)cc1, O=S(=O)(Cl)c1ccccn1. Yields the product O=S(=O)(Nc1ccc(CO)cc1)c1ccccn1. Reaction SMILES: [CH:10]([N:11]([CH2:12][CH3:13])[CH:14]([CH3:15])[CH3:16])([CH3:17])[CH3:18].[NH2:1][c:2]1[cH:3][cH:4][c:5]([CH2:8][OH:9])[cH:6][cH:7]1.[n:19]1[c:20]([S:25](=[O:26])(=[O:27])[Cl:28])[cH:21][cH:22][cH:23][cH:24]1>>[NH:1]([c:2]1[cH:3][cH:4][c:5]([CH2:8][OH:9])[cH:6][cH:7]1)[S:25]([c:20]1[n:19][cH:24][cH:23][cH:22][cH:21]1)(=[O:26])=[O:27]. Reactants: O=C1C2=C(NC=3CNCCC13)C=CC=C2C(=O)OC (methyl 5-oxo-1,2,3,4,5,10-hexahydrobenzo[b][1,7]naphthyridine-6-carboxylate), CC1(C(C1(C)C)C(=O)O)C (2,2,3,3-tetramethyl cyclopropanecarboxylic acid). Yields the product O=C1C2=C(NC=3CN(CCC13)C(=O)C1C(C1(C)C)(C)C)C=CC=C2C(=O)OC (Methyl 5-oxo-2-(2,2,3,3-tetramethylcyclopropanecarbonyl)-1,2,3,4,5,10-hexahydrobenzo[b][1,7]naphthyridine-6-carboxylate). RXN SMILES: [O:1]=[C:2]1[C:11]2[CH2:10][CH2:9][NH:8][CH2:7][C:6]=2[NH:5][C:4]2[CH:12]=[CH:13][CH:14]=[C:15]([C:16]([O:18][CH3:19])=[O:17])[C:3]1=2.[CH3:20][C:21]1([CH3:29])[C:23]([CH3:25])([CH3:24])[CH:22]1[C:26](O)=[O:27]>>[O:1]=[C:2]1[C:11]2[CH2:10][CH2:9][N:8]([C:26]([CH:22]3[C:23]([CH3:25])([CH3:24])[C:21]3([CH3:29])[CH3:20])=[O:27])[CH2:7][C:6]=2[NH:5][C:4]2[CH:12]=[CH:13][CH:14]=[C:15]([C:16]([O:18][CH3:19])=[O:17])[C:3]1=2. Reported procedure: The product was prepared from methyl 5-oxo-1,2,3,4,5,10-hexahydrobenzo[b][1,7]naphthyridine-6-carboxylate and 2,2,3,3-tetramethyl cyclopropanecarboxylic acid according to the same procedure described as in Example 16 (step 1)